From a dataset of the Open Reaction Database (ORD), a public repository of structured organic reaction records. describe an organic reaction: reactants, conditions, products, and yield Starting materials: [H-].[Na+] (sodium hydride), O (water), COC(C(CC(C)C)P(=O)(OCC)OCC)=O (4-Methyl-2-(diethylphosphono)pentanoic acid methyl ester), C(C(C)C)=O (isobutyraldehyde). Solvent: O1CCCC1 (tetrahydrofuran), CCOCC (ether). Run at time 30 minute. Product: COC(C(=CC(C)C)CC(C)C)=O (2-(2-methylpropyl)-4-methyl-pent-2-enoic acid methyl ester). The yield is 64.5%. Reaction SMILES: [CH3:1][O:2][C:3](=[O:17])[CH:4](P(OCC)(OCC)=O)[CH2:5][CH:6]([CH3:8])[CH3:7].[H-].[Na+].[CH:20](=O)[CH:21]([CH3:23])[CH3:22].O>O1CCCC1.CCOCC>[CH3:1][O:2][C:3](=[O:17])[C:4]([CH2:5][CH:6]([CH3:7])[CH3:8])=[CH:20][CH:21]([CH3:23])[CH3:22] |f:1.2|. Reported procedure: 4-Methyl-2-(diethylphosphono)pentanoic acid methyl ester (28 g, 0.1M) prepared as in Example (1) in dry tetrahydrofuran (200 ml) was stirred under nitrogen whilst sodium hydride (2.2 g, 80% dispersion in oil; 0.11M) was added portion wise at 23° C. The reaction was stirred for 30 minutes and isobutyraldehyde (72 g, 1M) added with cooling to maintain the temperature below 30° C. The reaction was stirred for 16 h at 20° C. and water (20 ml) added. The organic phase was diluted with ether and then ... Starting materials: C(CCC)[Li] (n-Butyl lithium), BrC1=C(C2=CC=CC=C2C(=C1C)OC)OC (2-bromo-1,4-dimethoxy-3-methylnaphthalene), ClC(=O)OCC (ethyl chloroformate). Solvent: O1CCCC1 (tetrahydrofuran). Run at temperature 0 celsius. Product: COC1=C(C(=C(C2=CC=CC=C12)OC)C(=O)OCC)C (ethyl 1,4-dimethoxy-2-methylnaphthalene-3-carboxylate). Yield: 88.6%. As a reaction SMILES: C([Li])CCC.Br[C:7]1[C:16]([CH3:17])=[C:15]([O:18][CH3:19])[C:14]2[C:9](=[CH:10][CH:11]=[CH:12][CH:13]=2)[C:8]=1[O:20][CH3:21].Cl[C:23]([O:25][CH2:26][CH3:27])=[O:24]>O1CCCC1>[CH3:19][O:18][C:15]1[C:14]2[C:9](=[CH:10][CH:11]=[CH:12][CH:13]=2)[C:8]([O:20][CH3:21])=[C:7]([C:23]([O:25][CH2:26][CH3:27])=[O:24])[C:16]=1[CH3:17]. Procedure: n-Butyl lithium (1.6M in hexanes, 4.1 ml, 6.56 mmol) was added dropwise to 2-bromo-1,4-dimethoxy-3-methylnaphthalene (1.537 g, 5.47 mmol) in tetrahydrofuran (30 ml) at −50° C. The reaction was stirred for 30 min at −50° C. before dropwise addition of ethyl chloroformate (1 ml, 10.46 mmol). The reaction was allowed to warm to 0° C. over 18 h quenched by addition of hydrochloric acid (2N) and extracted with ethyl acetate. The extract was dried (Na2SO4) and the solvent evaporated under vacuum. The ... The reactants are O (water), [H-].C(C(C)C)[Al+]CC(C)C (di-isobutyl-aluminum hydride), C(=O)=O.CC(=O)C (dry ice acetone), C(=O)(OC)C1=NC(=CC2=C1NC1=CC=CC=C21)OC(C)=O (1-Carbomethoxy-3-Acetoxy-9H-Pyrido[3,4-b]Indole). The solvent is O1CCCC1 (tetrahydrofuran). Product: C(=O)C1=NC(=CC2=C1NC1=CC=CC=C21)O (1-Formyl-3-Hydroxy-9H-Pyrido[3,4-b]Indole). The yield is 9.9%. Reaction SMILES: [C:1]([C:5]1[C:10]2[NH:11][C:12]3[C:17]([C:9]=2[CH:8]=[C:7]([O:18]C(=O)C)[N:6]=1)=[CH:16][CH:15]=[CH:14][CH:13]=3)(OC)=[O:2].[H-].C([Al+]CC(C)C)C(C)C.C(=O)=O.CC(C)=O.O>O1CCCC1>[CH:1]([C:5]1[C:10]2[NH:11][C:12]3[C:17]([C:9]=2[CH:8]=[C:7]([OH:18])[N:6]=1)=[CH:16][CH:15]=[CH:14][CH:13]=3)=[O:2] |f:1.2,3.4|. Procedure details: In 50 ml of dry tetrahydrofuran were dissolved 135 mg of the product of Example 6, followed by addition of 2 ml of di-isobutyl-aluminum hydride. The reaction mixture was allowed to stand with dry ice-acetone cooling for 2 hours and then poured into water. The precipitated reagent was removed, the solvent removed by distillation and the residue recrystallized from water-methanol to yield 10 mg of the title compound melting at 290°-295° C. (decomp.). Mol. wt. (based on mass spectrum) 212. IR absor... The reactants are COC(N(C)C)OC (dimethyl formamide dimethyl acetal), C(C)(C)(C)OC(=O)N1CCN(CC1)CC1=CC=C(C=C1)NC1=NC(=NC(=C1C(=O)OCC)C)N1CCOCC1 (Ethyl 4-(4-((4-(tert-butoxycarbonyl)piperazin-1-yl)methyl)phenylamino)-6-methyl-2-morpholinopyrimidine-5-carboxylate), O (water). Run in CN(C)C=O (DMF). Run at temperature 130 celsius. The product is C(C)(C)(C)OC(=O)N1CCN(CC1)CC1=CC=C(C=C1)NC1=NC(=NC(=C1C(=O)OCC)\C=C\N(C)C)N1CCOCC1 ((E)-ethyl 4-(4-((4-(tert-butoxycarbonyl)piperazin-1-yl)methyl)phenylamino)-6-(2-(dimethylamino)vinyl)-2-morpholinopyrimidine-5-carboxylate). RXN SMILES: [C:1]([O:5][C:6]([N:8]1[CH2:13][CH2:12][N:11]([CH2:14][C:15]2[CH:20]=[CH:19][C:18]([NH:21][C:22]3[C:27]([C:28]([O:30][CH2:31][CH3:32])=[O:29])=[C:26]([CH3:33])[N:25]=[C:24]([N:34]4[CH2:39][CH2:38][O:37][CH2:36][CH2:35]4)[N:23]=3)=[CH:17][CH:16]=2)[CH2:10][CH2:9]1)=[O:7])([CH3:4])([CH3:3])[CH3:2].CO[CH:42](OC)[N:43]([CH3:45])[CH3:44].O>CN(C=O)C>[C:1]([O:5][C:6]([N:8]1[CH2:13][CH2:12][N:11]([CH2:14][C:15]2[CH:20]=[CH:19][C:18]([NH:21][C:22]3[C:27]([C:28]([O:30][CH2:31][CH3:32])=[O:29])=[C:26](/[CH:33]=[CH:42]/[N:43]([CH3:45])[CH3:44])[N:25]=[C:24]([N:34]4[CH2:35][CH2:36][O:37][CH2:38][CH2:39]4)[N:23]=3)=[CH:17][CH:16]=2)[CH2:10][CH2:9]1)=[O:7])([CH3:2])([CH3:3])[CH3:4]. Procedure: Ethyl 4-(4-((4-(tert-butoxycarbonyl)piperazin-1-yl)methyl)phenylamino)-6-methyl-2-morpholinopyrimidine-5-carboxylate (350 mg, 0.64 mmol) was dissolved in DMF (5 mL), dimethyl formamide dimethyl acetal (0.26 mL) was added and the mixture was heated to 130° C. for 12 hours. The reaction mixture was poured into water and extracted with EtOAc. The organic layer was washed with water, dried over Na2SO4 and evaporated to give the desired product (0.23 g). 1H NMR (400 MHz, DMSO-d6): δ 10.44 (s, 1H), 7.... Starting materials: CC(C)CNc1c([N+](=O)[O-])c2nnnn2c2ccccc12, CCO. Product: CC(C)CNc1c(N)c2nnnn2c2ccccc12. Reaction SMILES: [CH3:1][CH:2]([CH2:3][NH:4][c:5]1[c:6]([N+:18]([O-:19])=[O:20])[c:7]2[n:8]([c:9]3[cH:10][cH:11][cH:12][cH:13][c:14]13)[n:15][n:16][n:17]2)[CH3:21].[CH3:22][CH2:23][OH:24]>>[CH3:1][CH:2]([CH2:3][NH:4][c:5]1[c:6]([NH2:18])[c:7]2[n:8]([c:9]3[cH:10][cH:11][cH:12][cH:13][c:14]13)[n:15][n:16][n:17]2)[CH3:21]. The reactants are CN1C=NC2=C1C(=NC(=C2)C2=CC=C(C=C2)N2CCNCC2)O[C@H](C)[C@@H]2CC(NC2)=O ((R)-4-((R)-1-(3-methyl-6-(4-(piperazin-1-yl)phenyl)-3H-imidazo[4,5-c]pyridin-4-yloxy)ethyl)pyrrolidin-2-one), O=C1CCOCC1 (4-oxotetrahydropyran), C(C)(=O)O[BH-](OC(C)=O)OC(C)=O.[Na+] (sodium triacetoxyborohydride). Run in ClCCCl (1,2-dichloroethane), C(=O)(O)[O-].[Na+] (NaHCO3), CO (methanol). Yields the product CN1C=NC2=C1C(=NC(=C2)C2=CC=C(C=C2)N2CCN(CC2)C2CCOCC2)O[C@H](C)[C@@H]2CC(NC2)=O ((R)-4-((R)-1-((3-methyl-6-(4-(4-(tetrahydro-2H-pyran-4-yl)piperazin-1-yl)phenyl)-3H-imidazo[4,5-c]pyridin-4-yl)oxy)ethyl)pyrrolidin-2-one). The yield is 49.1%. As a reaction SMILES: [CH3:1][N:2]1[C:6]2[C:7]([O:23][C@@H:24]([C@H:26]3[CH2:30][NH:29][C:28](=[O:31])[CH2:27]3)[CH3:25])=[N:8][C:9]([C:11]3[CH:16]=[CH:15][C:14]([N:17]4[CH2:22][CH2:21][NH:20][CH2:19][CH2:18]4)=[CH:13][CH:12]=3)=[CH:10][C:5]=2[N:4]=[CH:3]1.O=[C:33]1[CH2:38][CH2:37][O:36][CH2:35][CH2:34]1.C(O[BH-](OC(=O)C)OC(=O)C)(=O)C.[Na+]>ClCCCl.C([O-])(O)=O.[Na+].CO>[CH3:1][N:2]1[C:6]2[C:7]([O:23][C@@H:24]([C@H:26]3[CH2:30][NH:29][C:28](=[O:31])[CH2:27]3)[CH3:25])=[N:8][C:9]([C:11]3[CH:12]=[CH:13][C:14]([N:17]4[CH2:18][CH2:19][N:20]([CH:33]5[CH2:38][CH2:37][O:36][CH2:35][CH2:34]5)[CH2:21][CH2:22]4)=[CH:15][CH:16]=3)=[CH:10][C:5]=2[N:4]=[CH:3]1 |f:2.3,5.6|. Procedure: A mixture of (R)-4-((R)-1-(3-methyl-6-(4-(piperazin-1-yl)phenyl)-3H-imidazo[4,5-c]pyridin-4-yloxy)ethyl)pyrrolidin-2-one 3A.13 (44.0 mg, 0.105 mmol), 4-oxotetrahydropyran (37.7 mg, 0.366 mmol) and sodium triacetoxyborohydride (100 mg, 0.471 mmol) in 1,2-dichloroethane (1.0 mL) was stirred at room temperature over the weekend. The reaction was diluted with saturated NaHCO3 (aq) and methanol. The mixture was concentrated to dryness and the residue was purified via prep HPLC (2-95% acetonitrile in ... Starting materials: BrC=1C=CC(N(C1)CC(C)OC1=CC=NC2=CC(=CC=C12)OC)=O (5-bromo-1-(2-(7-methoxyquinolin-4-yloxy)propyl)pyridin-2(1H)-one), S1C(=CC=C1)B(O)O (thiophen-2-ylboronic acid), C(=O)([O-])[O-].[Na+].[Na+] (Na2CO3). Reagents/catalysts: C1=CC=C(C=C1)P([C-]2C=CC=C2)C3=CC=CC=C3.C1=CC=C(C=C1)P([C-]2C=CC=C2)C3=CC=CC=C3.Cl[Pd]Cl.[Fe+2] (1,1′-bis(diphenylphosphino)ferrocene-palladium dichloride). Conditions: temperature 80 celsius. Solvent: COCCOC (DME). The product is COC1=CC=C2C(=CC=NC2=C1)OC(CN1C(C=CC(=C1)C=1SC=CC1)=O)C (1-(2-(7-Methoxyquinolin-4-yloxy)propyl)-5-(thiophen-2-yl)pyridin-2(1H)-one). As a reaction SMILES: Br[C:2]1[CH:3]=[CH:4][C:5](=[O:24])[N:6]([CH2:8][CH:9]([O:11][C:12]2[C:21]3[C:16](=[CH:17][C:18]([O:22][CH3:23])=[CH:19][CH:20]=3)[N:15]=[CH:14][CH:13]=2)[CH3:10])[CH:7]=1.[S:25]1[CH:29]=[CH:28][CH:27]=[C:26]1B(O)O.C([O-])([O-])=O.[Na+].[Na+]>COCCOC.C1C=CC(P(C2C=CC=CC=2)[C-]2C=CC=C2)=CC=1.C1C=CC(P(C2C=CC=CC=2)[C-]2C=CC=C2)=CC=1.Cl[Pd]Cl.[Fe+2]>[CH3:23][O:22][C:18]1[CH:17]=[C:16]2[C:21]([C:12]([O:11][CH:9]([CH3:10])[CH2:8][N:6]3[CH:7]=[C:2]([C:26]4[S:25][CH:29]=[CH:28][CH:27]=4)[CH:3]=[CH:4][C:5]3=[O:24])=[CH:13][CH:14]=[N:15]2)=[CH:20][CH:19]=1 |f:2.3.4,6.7.8.9|. Reported procedure: A suspension of 5-bromo-1-(2-(7-methoxyquinolin-4-yloxy)propyl)pyridin-2(1H)-one (20 mg, 51 μmol), thiophen-2-ylboronic acid (13 mg, 103 μmol), 1,1′-bis(diphenylphosphino)ferrocene-palladium dichloride (2 mg, 3 μmol), and Na2CO3 (77 μl, 154 μmol) in DME (0.5 mL) was heated to 80° C. for 2 h. The mixture was purified on RP-HPLC and the product was netralized with CH2Cl2/NaOH (1 M). The product was lyophilized from 1:1 acetonitrile/water (1 mL) to give a white fluffy powder. MS (ESI pos. ion) m/z ... The reactants are CCCCCCCCCCCCCCCC(=O)OC(CCCCCCCCCCCCCCC)CC(=O)NCCCCC(=O)O, NC(CCC(=O)OCc1ccccc1)C(=O)OCc1ccccc1. Product: CCCCCCCCCCCCCCCC(=O)OC(CCCCCCCCCCCCCCC)CC(=O)NCCCCC(=O)NC(CCC(=O)OCc1ccccc1)C(=O)OCc1ccccc1. As a reaction SMILES: [C:1]([CH2:2][CH2:3][CH2:4][CH2:5][CH2:6][CH2:7][CH2:8][CH2:9][CH2:10][CH2:11][CH2:12][CH2:13][CH2:14][CH2:15][CH3:16])(=[O:17])[O:18][CH:19]([CH2:20][C:21](=[O:22])[NH:23][CH2:24][CH2:25][CH2:26][CH2:27][C:28](=[O:29])[OH:30])[CH2:31][CH2:32][CH2:33][CH2:34][CH2:35][CH2:36][CH2:37][CH2:38][CH2:39][CH2:40][CH2:41][CH2:42][CH2:43][CH2:44][CH3:45].[NH2:46][CH:47]([CH2:48][CH2:49][C:50](=[O:51])[O:52][CH2:53][c:54]1[cH:55][cH:56][cH:57][cH:58][cH:59]1)[C:60](=[O:61])[O:62][CH2:63][c:64]1[cH:65][cH:66][cH:67][cH:68][cH:69]1>>[C:1]([CH2:2][CH2:3][CH2:4][CH2:5][CH2:6][CH2:7][CH2:8][CH2:9][CH2:10][CH2:11][CH2:12][CH2:13][CH2:14][CH2:15][CH3:16])(=[O:17])[O:18][CH:19]([CH2:20][C:21](=[O:22])[NH:23][CH2:24][CH2:25][CH2:26][CH2:27][C:28](=[O:30])[NH:46][CH:47]([CH2:48][CH2:49][C:50](=[O:51])[O:52][CH2:53][c:54]1[cH:55][cH:56][cH:57][cH:58][cH:59]1)[C:60](=[O:61])[O:62][CH2:63][c:64]1[cH:65][cH:66][cH:67][cH:68][cH:69]1)[CH2:31][CH2:32][CH2:33][CH2:34][CH2:35][CH2:36][CH2:37][CH2:38][CH2:39][CH2:40][CH2:41][CH2:42][CH2:43][CH2:44][CH3:45]. Reactants: CCOCC, COc1nccnc1NN, CC(=O)O, O=Cc1cc(Cl)cc(Cl)c1O, C1CCOC1, O. Product: COc1nccnc1NN=Cc1cc(Cl)cc(Cl)c1O. Reaction SMILES: [CH3:11][CH2:12][O:13][CH2:14][CH3:15].[CH3:1][O:2][c:3]1[n:4][cH:5][cH:6][n:7][c:8]1[NH:9][NH2:10].[CH3:21][C:22](=[O:23])[OH:24].[Cl:25][c:26]1[c:27]([OH:35])[c:28]([CH:29]=[O:30])[cH:31][c:32]([Cl:34])[cH:33]1.[O:16]1[CH2:17][CH2:18][CH2:19][CH2:20]1.[OH2:36]>>[CH3:1][O:2][c:3]1[n:4][cH:5][cH:6][n:7][c:8]1[NH:9][N:10]=[CH:29][c:28]1[c:27]([OH:35])[c:26]([Cl:25])[cH:33][c:32]([Cl:34])[cH:31]1.